Dataset: the Open Reaction Database (ORD), a public repository of structured organic reaction records. Task: describe an organic reaction: reactants, conditions, products, and yield Starting materials: [Al+3], C[Si](C)(C)C#N, [H-], [H-], [H-], [H-], [Li+], Nc1ccc2c(c1)CCCC2=O. The product is NCC1(O)CCCc2cc(N)ccc21. Reaction SMILES: [Al+3:20].[CH3:13][Si:14]([CH3:15])([CH3:16])[C:17]#[N:18].[H-:19].[H-:22].[H-:23].[H-:24].[Li+:21].[NH2:1][c:2]1[cH:3][c:4]2[c:9]([cH:10][cH:11]1)[C:8](=[O:12])[CH2:7][CH2:6][CH2:5]2>>[NH2:1][c:2]1[cH:3][c:4]2[c:9]([cH:10][cH:11]1)[C:8]([OH:12])([CH2:17][NH2:18])[CH2:7][CH2:6][CH2:5]2. The reactants are FC(C(=O)O)(F)F.FC(C(=O)O)(F)F.ClC=1C=NC=2NC=3C=CC=C(CCC4=C(C=CC(NC1N2)=C4)NC(=O)C4CCNCC4)C3 (N-[6-chloro-2,4,8,22-tetraazatetracyclo[14.3.1.1(3,7).1(9,13)]docosa-1(20), 3(22),4,6,9(21),10,12,16,18-nonaen-12-yl]piperidine-4-carboxamide bis(trifluoroacetate)), N(=C=O)CC(=O)OCC (ethyl isocyanatoacetate). Product: FC(C(=O)O)(F)F.ClC=1C=NC=2NC=3C=CC=C(CCC4=C(C=CC(NC1N2)=C4)NC(=O)C4CCN(CC4)C(=O)NCC(=O)OCC)C3 (Ethyl ({[4-({[6-chloro-2,4,8,22-tetraazatetracyclo[14.3.1.1(3,7).1(9,13)]docosa-1(20),3(22),4,6,9(21),10,12,16,18-nonaen-12-yl]amino}carbonyl)piperidin-1-yl]carbonyl}amino)acetate trifluoroacetate). Yield: 35.0%. As a reaction SMILES: [F:1][C:2]([F:7])([F:6])[C:3]([OH:5])=[O:4].FC(F)(F)C(O)=O.[Cl:15][C:16]1[CH:17]=[N:18][C:19]2[NH:20][C:21]3[CH:22]=[CH:23][CH:24]=[C:25]([CH:46]=3)[CH2:26][CH2:27][C:28]3[CH:36]=[C:32]([NH:33][C:34]=1[N:35]=2)[CH:31]=[CH:30][C:29]=3[NH:37][C:38]([CH:40]1[CH2:45][CH2:44][NH:43][CH2:42][CH2:41]1)=[O:39].[N:47]([CH2:50][C:51]([O:53][CH2:54][CH3:55])=[O:52])=[C:48]=[O:49]>>[F:1][C:2]([F:7])([F:6])[C:3]([OH:5])=[O:4].[Cl:15][C:16]1[CH:17]=[N:18][C:19]2[NH:20][C:21]3[CH:22]=[CH:23][CH:24]=[C:25]([CH:46]=3)[CH2:26][CH2:27][C:28]3[CH:36]=[C:32]([NH:33][C:34]=1[N:35]=2)[CH:31]=[CH:30][C:29]=3[NH:37][C:38]([CH:40]1[CH2:45][CH2:44][N:43]([C:48]([NH:47][CH2:50][C:51]([O:53][CH2:54][CH3:55])=[O:52])=[O:49])[CH2:42][CH2:41]1)=[O:39] |f:0.1.2,4.5|. Reported procedure: The desired compound was prepared according to the procedure of Example A9, step H using N-[6-chloro-2,4,8,22-tetraazatetracyclo[14.3.1.1(3,7).1(9,13)]docosa-1(20), 3(22),4,6,9(21),10,12,16,18-nonaen-12-yl]piperidine-4-carboxamide bis(trifluoroacetate) and ethyl isocyanatoacetate as starting materials in 35% yield. LCMS for C29H33ClN7O4 (M+H)+: m/z=578.2. Reaction SMILES: C(O[C:5](=[O:7])C)(=O)C.[CH3:8][NH:9][CH:10]1[CH2:15][CH2:14][N:13]([CH2:16][CH:17]2[C:20]3=[CH:21][CH:22]=[CH:23][CH:24]=[C:19]3[CH2:18]2)[CH2:12][CH2:11]1>C(O)=O>[C:17]1([CH2:16][N:13]2[CH2:14][CH2:15][CH:10]([N:9]([CH3:8])[CH:5]=[O:7])[CH2:11][CH2:12]2)[C:20]2[CH:21]=[CH:22][CH:23]=[CH:24][C:19]=2[CH:18]=1. Solvent: C(=O)O (formic acid). Procedure: 11 ml of acetic anhydride are added dropwise to a solution of 32 ml of 88% formic acid and 3 g of 1-[(4-methylaminopiperid-1-yl)-methyl]-benzocyclobutene (cf. Stage E of Example 25) that has been preheated to 40° C. Reactants: C(C)(=O)OC(C)=O (acetic anhydride), CNC1CCN(CC1)CC1CC=2C1=CC=CC2 (1-[(4-methylaminopiperid-1-yl)-methyl]-benzocyclobutene). Yields the product C1(=CC2=C1C=CC=C2)CN2CCC(CC2)N(C=O)C (N-[1- (benzocyclobuten-1-ylmethyl)-piperid-4-yl]-N-methylformamide).